Dataset: the Open Reaction Database (ORD), a public repository of structured organic reaction records. Task: describe an organic reaction: reactants, conditions, products, and yield Reactants: C(=O)C1=C(C(=O)O)C=C(C=C1OC)OC (2-formyl-3,5-dimethoxybenzoic acid), O.NN (hydrazine hydrate). Run in C(C)O (ethanol). The product is COC1=C2C=NNC(C2=CC(=C1)OC)=O (5,7-Dimethoxy-2H-phthalazin-1-one). The yield is 86.0%. Reaction SMILES: [CH:1]([C:3]1[C:11]([O:12][CH3:13])=[CH:10][C:9]([O:14][CH3:15])=[CH:8][C:4]=1[C:5](O)=[O:6])=O.O.[NH2:17][NH2:18]>C(O)C>[CH3:13][O:12][C:11]1[CH:10]=[C:9]([O:14][CH3:15])[CH:8]=[C:4]2[C:3]=1[CH:1]=[N:17][NH:18][C:5]2=[O:6] |f:1.2|. Reported procedure: The 2-formyl-3,5-dimethoxybenzoic acid (2.7 g, 13 mmol) is partially dissolved in 300 mL of ethanol, and 6.2 mL of hydrazine hydrate are then added. The mixture is refluxed for 6 hours. After cooling, the precipitate formed is filtered off and then dried. 2.3 g of a white solid are obtained (86% yield). The reactants are ( e ), C(C)C1=NC(=NC=C1C(=O)Cl)SC (4-ethyl-2-methylthiopyrimidine-5-carbonyl chloride), C1(=CC=CC=C1)[Mg]Br (phenyl magnesium bromide), ( a ), C(CC)(=O)CC(=O)OCC (ethyl propionylacetate), COC(N(C)C)OC (N,N-dimethylformamide dimethyl acetal), ( b ), CC[O-].[Na+] (NaOEt), ( c ), C(C)C1=NC(=NC=C1C(=S)OCC)C (ethyl 4-ethyl-2-methylthiopyrimidine-5-carboxylate), [OH-].[Na+] (NaOH), ( d ), C(C)C1=NC(=NC=C1C(=S)O)C (4-ethyl-2-methylthiopyrimidine-5-carboxylic acid), C(C(=O)Cl)(=O)Cl (oxalyl chloride). The solvent is O (H2O). The product is C(C1=CC=CC=C1)(=O)C=1C(=NC(=NC1)SC)CC (5-BENZOYL-4-ETHYL-2-METHYLTHIOPYRIMIDINE), C(C)C1=NC(=NC=C1C(=S)O)C (4-ethyl-2-methylthiopyrimidine-5-carboxylic acid). Reaction SMILES: [C:1]([CH2:5][C:6]([O:8]CC)=O)(=O)[CH2:2][CH3:3].COC(OC)N(C)C.[CH3:19][CH2:20][O-].[Na+].[CH2:23]([C:25]1[C:30](C(OCC)=[S:32])=CN=C(C)N=1)[CH3:24].[OH-].[Na+].C([C:41]1C(C(O)=S)=C[N:44]=[C:43]([CH3:50])[N:42]=1)C.C(Cl)(=O)C(Cl)=O.C(C1C(C(Cl)=O)=[CH:63][N:62]=[C:61]([S:68][CH3:69])[N:60]=1)C.C1([Mg]Br)C=CC=CC=1>O>[C:6]([C:5]1[C:1]([CH2:2][CH3:3])=[N:60][C:61]([S:68][CH3:69])=[N:62][CH:63]=1)(=[O:8])[C:20]1[CH:19]=[CH:30][CH:25]=[CH:23][CH:24]=1.[CH2:2]([C:1]1[C:5]([C:6]([OH:8])=[S:32])=[CH:41][N:42]=[C:43]([CH3:50])[N:44]=1)[CH3:3] |f:2.3,5.6|. Procedure details: The title compound was prepared by (a) reaction of ethyl propionylacetate (19.4 g, 0.13 mol) and N,N-dimethylformamide dimethyl acetal (16.0 g, 0.13 mol) in analogy to Example 67, (b) reaction with NaOEt (0.18 mol) and S-methyl isothouronium sulfate (18.7 g, 0.067 mol) also described for Example 67, (c) hydrolysis of the ethyl 4-ethyl-2-methylthiopyrimidine-5-carboxylate (18.0 g, 0.08 mmol) with NaOH (12.7 g, 0.32 mol) in H2O (200 mL) as described in Example 67, (d) reaction of the 4-ethyl-2-met... Yield: 49.1%. Reactants: ClC1=CC=C2C=CC(=NC2=C1)C=1OC2=C(C1O)C=C(C=C2)C(=O)OC (7-chloro-2-(5-methoxycarbonyl-3-hydroxybenzofuran-2-yl)quinoline), C([O-])([O-])=O.[K+].[K+] (potassium carbonate), CI (methyl iodide). The product is ClC1=CC=C2C=CC(=NC2=C1)C=1OC2=C(C1OC)C=C(C=C2)C(=O)OC (7-chloro-2-(5-methoxycarbonyl-3-methoxybenzofuran-2-yl)quinoline). Solvent: O1CCCC1 (tetrahydrofuran), CN(C=O)C (N,N-dimethylformamide). Reported procedure: A mixture of 7-chloro-2-(5-methoxycarbonyl-3-hydroxybenzofuran-2-yl)quinoline (1.0 g), potassium carbonate (0.39 g), and methyl iodide (0.40 g) in a mixture of tetrahydrofuran (20 ml) and N,N-dimethylformamide (8 ml) was stirred under reflux. After being cooled, the appeared precipitates were collected by filtration and washed with acetone to give 7-chloro-2-(5-methoxycarbonyl-3-methoxybenzofuran-2-yl)quinoline (0.51 g). Reaction SMILES: [Cl:1][C:2]1[CH:11]=[C:10]2[C:5]([CH:6]=[CH:7][C:8]([C:12]3[O:13][C:14]4[CH:21]=[CH:20][C:19]([C:22]([O:24][CH3:25])=[O:23])=[CH:18][C:15]=4[C:16]=3[OH:17])=[N:9]2)=[CH:4][CH:3]=1.[C:26](=O)([O-])[O-].[K+].[K+].CI>O1CCCC1.CN(C)C=O>[Cl:1][C:2]1[CH:11]=[C:10]2[C:5]([CH:6]=[CH:7][C:8]([C:12]3[O:13][C:14]4[CH:21]=[CH:20][C:19]([C:22]([O:24][CH3:25])=[O:23])=[CH:18][C:15]=4[C:16]=3[O:17][CH3:26])=[N:9]2)=[CH:4][CH:3]=1 |f:1.2.3|. Reactants: Cl.C(C1=CC=CC=C1)OC=1C=C(C=CC1OC)C=1C(C(N(N1)C1CCNCC1)=O)(C)C (5-[3-(benzyloxy)-4-methoxyphenyl]-4,4-dimethyl-2-(piperidin-4-yl)-2,4-dihydro-3H-pyrazol-3-one hydrochloride), C(C1=CC=CC=C1)OC=1C=CC(=C(C(=O)O)C1)C (5-(benzyloxy)-2-methylbenzoic acid), Cl.C(C1=CC=CC=C1)OC=1C=C(C=CC1OC)C=1C(C(N(N1)C1CCNCC1)=O)(C)C (5-[3-(benzyloxy)-4-methoxyphenyl]-4,4-dimethyl-2-(piperidin-4-yl)-2,4-dihydro-3H-pyrazol-3-one hydrochloride), C(C1=CC=CC=C1)OC=1C=CC(=C(C(=O)O)C1)C (5-(benzyloxy)-2-methylbenzoic acid). Product: C(C1=CC=CC=C1)OC=1C=C(C=CC1OC)C=1C(C(N(N1)C1CCN(CC1)C(=O)C1=C(C=CC(=C1)OCC1=CC=CC=C1)C)=O)(C)C (5-[3-(Benzyloxy)-4-methoxyphenyl]-2-(1-{[5-(benzyloxy)-2-methylphenyl]carbonyl}piperidin-4-yl)-4,4-dimethyl-2,4-dihydro-3H-pyrazol-3-one). Reaction SMILES: Cl.[CH2:2]([O:9][C:10]1[CH:11]=[C:12]([C:18]2[C:19]([CH3:31])([CH3:30])[C:20](=[O:29])[N:21]([CH:23]3[CH2:28][CH2:27][NH:26][CH2:25][CH2:24]3)[N:22]=2)[CH:13]=[CH:14][C:15]=1[O:16][CH3:17])[C:3]1[CH:8]=[CH:7][CH:6]=[CH:5][CH:4]=1.[CH2:32]([O:39][C:40]1[CH:41]=[CH:42][C:43]([CH3:49])=[C:44]([CH:48]=1)[C:45](O)=[O:46])[C:33]1[CH:38]=[CH:37][CH:36]=[CH:35][CH:34]=1>>[CH2:2]([O:9][C:10]1[CH:11]=[C:12]([C:18]2[C:19]([CH3:31])([CH3:30])[C:20](=[O:29])[N:21]([CH:23]3[CH2:24][CH2:25][N:26]([C:45]([C:44]4[CH:48]=[C:40]([O:39][CH2:32][C:33]5[CH:38]=[CH:37][CH:36]=[CH:35][CH:34]=5)[CH:41]=[CH:42][C:43]=4[CH3:49])=[O:46])[CH2:27][CH2:28]3)[N:22]=2)[CH:13]=[CH:14][C:15]=1[O:16][CH3:17])[C:3]1[CH:4]=[CH:5][CH:6]=[CH:7][CH:8]=1 |f:0.1|. Procedure details: The title compound is prepared analogously as described for GP2-WU2 using 5-[3-(benzyloxy)-4-methoxyphenyl]-4,4-dimethyl-2-(piperidin-4-yl)-2,4-dihydro-3H-pyrazol-3-one hydrochloride (compound B4*HCl) and 5-(benzyloxy)-2-methylbenzoic acid (compound F1) as starting compounds. The crude product is purified by chromatography (amino phase silica gel and DCM) to yield the title compound. The reactants are C(C)(C)(C)C1=NC=C(C(=N1)NCCCSC)C(=O)N([C@H]1C[C@H](CN(C1)C(=O)OC(C)(C)C)C(=O)OC)CC(C)C (1-tert-Butyl 3-methyl (3R,5S)-5-{[(2-tert-butyl-4-{[3-(methylsulfanyl)propyl]amino}pyrimidin-5-yl)carbonyl](2-methylpropyl)amino}piperidine-1,3-dicarboxylate), ClC1=CC(=CC=C1)C(=O)OO (3-chloroperbenzoic acid). The solvent is ClCCCl (1,2-dichloroethane), C(O)([O-])=O.[Na+] (sodium hydrogen carbonate). Run at time 2 hour. Product: C(C)(C)(C)C1=NC=C(C(=N1)NCCCS(=O)C)C(=O)N([C@H]1C[C@H](CN(C1)C(=O)OC(C)(C)C)C(=O)OC)CC(C)C (1-tert-butyl 3-methyl (3R,5S)-5-{[(2-tert-butyl-4-{[3-(methylsulfinyl)propyl]amino}pyrimidin-5-yl)carbonyl](2-methylpropyl)amino}piperidine-1,3-dicarboxylate). Yield: 73.3%. Reaction SMILES: [C:1]([C:5]1[N:10]=[C:9]([NH:11][CH2:12][CH2:13][CH2:14][S:15][CH3:16])[C:8]([C:17]([N:19]([CH2:37][CH:38]([CH3:40])[CH3:39])[C@@H:20]2[CH2:25][N:24]([C:26]([O:28][C:29]([CH3:32])([CH3:31])[CH3:30])=[O:27])[CH2:23][C@H:22]([C:33]([O:35][CH3:36])=[O:34])[CH2:21]2)=[O:18])=[CH:7][N:6]=1)([CH3:4])([CH3:3])[CH3:2].ClC1C=CC=C(C(OO)=[O:49])C=1>ClCCCl.C(=O)([O-])O.[Na+]>[C:1]([C:5]1[N:10]=[C:9]([NH:11][CH2:12][CH2:13][CH2:14][S:15]([CH3:16])=[O:49])[C:8]([C:17]([N:19]([CH2:37][CH:38]([CH3:40])[CH3:39])[C@@H:20]2[CH2:25][N:24]([C:26]([O:28][C:29]([CH3:30])([CH3:31])[CH3:32])=[O:27])[CH2:23][C@H:22]([C:33]([O:35][CH3:36])=[O:34])[CH2:21]2)=[O:18])=[CH:7][N:6]=1)([CH3:2])([CH3:3])[CH3:4] |f:3.4|. Procedure: 1-tert-Butyl 3-methyl (3R,5S)-5-{[(2-tert-butyl-4-{[3-(methylsulfanyl)propyl]amino}pyrimidin-5-yl)carbonyl](2-methylpropyl)amino}piperidine-1,3-dicarboxylate (150 mg) was dissolved in 1,2-dichloroethane (3 ml), 3-chloroperbenzoic acid (65% contained, 70 mg) was added, and the mixture was stirred at room temperature for 2 hr. The reaction mixture was diluted with saturated aqueous sodium hydrogen carbonate solution, and the mixture was extracted with ethyl acetate. The extract was washed with sat... Reactants: Cc1c(C(=O)CBr)oc2ccccc12, O=C([O-])[O-], CN(C)C=O, [Cl-], [K+], [K+], [NH4+], Oc1ccccc1. Product: Cc1c(C(=O)COc2ccccc2)oc2ccccc12. RXN SMILES: [Br:1][CH2:2][C:3](=[O:4])[c:5]1[o:6][c:7]2[c:8]([c:9]1[CH3:10])[cH:11][cH:12][cH:13][cH:14]2.[C:22](=[O:23])([O-:24])[O-:25].[CH3:30][N:31]([CH3:32])[CH:33]=[O:34].[Cl-:28].[K+:26].[K+:27].[NH4+:29].[OH:15][c:16]1[cH:17][cH:18][cH:19][cH:20][cH:21]1>>[CH2:2]([C:3](=[O:4])[c:5]1[o:6][c:7]2[c:8]([c:9]1[CH3:10])[cH:11][cH:12][cH:13][cH:14]2)[O:15][c:16]1[cH:17][cH:18][cH:19][cH:20][cH:21]1. Reactants: C1COCCO1, CO, ClC(Cl)Cl, Cl, CC(C)(C)OC(=O)NC1CCN(CCn2c(=O)ccc3c(F)cc(F)cc32)CC1. The product is NC1CCN(CCn2c(=O)ccc3c(F)cc(F)cc32)CC1. Reaction SMILES: [CH2:35]1[O:36][CH2:37][CH2:38][O:39][CH2:40]1.[CH3:41][OH:42].[CH:31]([Cl:32])([Cl:33])[Cl:34].[ClH:30].[F:1][c:2]1[c:3]2[cH:4][cH:5][c:6](=[O:29])[n:7]([CH2:13][CH2:14][N:15]3[CH2:16][CH2:17][CH:18]([NH:21][C:22](=[O:23])[O:24][C:25]([CH3:26])([CH3:27])[CH3:28])[CH2:19][CH2:20]3)[c:8]2[cH:9][c:10]([F:12])[cH:11]1>>[F:1][c:2]1[c:3]2[cH:4][cH:5][c:6](=[O:29])[n:7]([CH2:13][CH2:14][N:15]3[CH2:16][CH2:17][CH:18]([NH2:21])[CH2:19][CH2:20]3)[c:8]2[cH:9][c:10]([F:12])[cH:11]1. The reactants are C(C)OC(=O)C=1N(N=C(C1OC)C(C)(C)C)C (5-tert-Butyl-4-methoxy-2-methyl-2H-pyrazole-3-carboxylic acid ethyl ester), [OH-].[Na+] (NaOH). Run in CO (MeOH). Run at time 18 hour. Yields the product C(C)(C)(C)C=1C(=C(N(N1)C)C(=O)O)OC (5-tert-butyl-4-methoxy-2-methyl-2H-pyrazole-3-carboxylic acid). As a reaction SMILES: C([O:3][C:4]([C:6]1[N:7]([CH3:17])[N:8]=[C:9]([C:13]([CH3:16])([CH3:15])[CH3:14])[C:10]=1[O:11][CH3:12])=[O:5])C.[OH-].[Na+]>CO>[C:13]([C:9]1[C:10]([O:11][CH3:12])=[C:6]([C:4]([OH:5])=[O:3])[N:7]([CH3:17])[N:8]=1)([CH3:16])([CH3:14])[CH3:15] |f:1.2|. Procedure details: 5-tert-Butyl-4-methoxy-2-methyl-2H-pyrazole-3-carboxylic acid ethyl ester (52.8 mg, 0.220 mmol, prepared as described in the previous step) was dissolved in MeOH (1 mL) then 2 M NaOH (143 μL, 0.286 mmol) was added. The resulting mixture was stirred at room temperature for 18 h and the solvent was removed under reduced pressure. The residue was dissolved in H2O (10 mL) and acidified to pH˜2 using 3 M HCl. The aqueous layer was extracted with EtOAc (3×5 mL) and the combined organic extracts were d...